This data is from the Open Reaction Database (ORD), a public repository of structured organic reaction records. The task is: describe an organic reaction: reactants, conditions, products, and yield Product: Cc1nc(Cl)c(N)c(Cl)n1. Reaction SMILES: [CH3:13][c:14]1[cH:15][cH:16][cH:17][cH:18][cH:19]1.[Cl:1][c:2]1[n:3][c:4]([CH3:12])[n:5][c:6]([Cl:11])[c:7]1[N+:8]([O-:9])=[O:10]>>[Cl:1][c:2]1[n:3][c:4]([CH3:12])[n:5][c:6]([Cl:11])[c:7]1[NH2:8]. The reactants are Cc1ccccc1, Cc1nc(Cl)c([N+](=O)[O-])c(Cl)n1. Starting materials: CCO, CC(=O)[O-], Clc1ccccc1I, CC(=O)Cc1cn(-c2ccccc2Cl)c2ccccc12, Cl, NO, [Na+]. Yields the product CC(Cc1cn(-c2ccccc2Cl)c2ccccc12)=NO. As a reaction SMILES: [CH3:37][CH2:38][OH:39].[CH3:5][C:6](=[O:7])[O-:8].[Cl:29][c:30]1[cH:31][cH:32][cH:33][cH:34][c:35]1[I:36].[Cl:9][c:10]1[c:11](-[n:16]2[cH:17][c:18]([CH2:25][C:26]([CH3:27])=[O:28])[c:19]3[cH:20][cH:21][cH:22][cH:23][c:24]23)[cH:12][cH:13][cH:14][cH:15]1.[ClH:1].[NH2:2][OH:3].[Na+:4]>>[N:2]([OH:3])=[C:26]([CH2:25][c:18]1[cH:17][n:16](-[c:11]2[c:10]([Cl:9])[cH:15][cH:14][cH:13][cH:12]2)[c:24]2[c:19]1[cH:20][cH:21][cH:22][cH:23]2)[CH3:27]. The reactants are N1=CC=CC=C1 (pyridine), FC(S(=O)(=O)OC)(F)F (methyl trifluoromethanesulfonate), FC1=CC=C(CN(C(C)=S)C)C=C1 (N-4-fluorobenzyl-N-methylthioacetamide), NC1=CC=C2CCC(C(C2=C1)NC(=O)C1=CC=C(C=C1)C1=CC=CC=C1)O (biphenyl-4-carboxylic acid (7-amino-2-hydroxy-1,2,3,4-tetrahydro-naphthalen-1-yl)-amide). Run in C(Cl)Cl (CH2Cl2). Run at time 30 minute. Yields the product FC1=CC=C(CCNC(C)=NC2=CC=C3CC[C@H]([C@@H](C3=C2)NC(=O)C2=CC=C(C=C2)C2=CC=CC=C2)O)C=C1 (Biphenyl-4-carboxylic acid (R)-(7-(1-((4-fluorobenzyl)methylamino)ethylideneamino)-2(R)-hydroxy-1,2,3,4-tetrahydronaphthalen-1-yl)amide). The yield is 2.6%. RXN SMILES: FC(F)(F)S(OC)(=O)=O.[F:10][C:11]1[CH:22]=[CH:21][C:14]([CH2:15]N(C)C(=S)C)=[CH:13][CH:12]=1.[NH2:23][C:24]1[CH:33]=[C:32]2[C:27]([CH2:28][CH2:29][CH:30]([OH:49])[CH:31]2[NH:34][C:35]([C:37]2[CH:42]=[CH:41][C:40]([C:43]3[CH:48]=[CH:47][CH:46]=[CH:45][CH:44]=3)=[CH:39][CH:38]=2)=[O:36])=[CH:26][CH:25]=1.[N:50]1[CH:55]=CC=[CH:52][CH:51]=1>C(Cl)Cl>[F:10][C:11]1[CH:12]=[CH:13][C:14]([CH2:15][CH2:55][NH:50][C:51](=[N:23][C:24]2[CH:33]=[C:32]3[C:27]([CH2:28][CH2:29][C@@H:30]([OH:49])[C@@H:31]3[NH:34][C:35]([C:37]3[CH:42]=[CH:41][C:40]([C:43]4[CH:44]=[CH:45][CH:46]=[CH:47][CH:48]=4)=[CH:39][CH:38]=3)=[O:36])=[CH:26][CH:25]=2)[CH3:52])=[CH:21][CH:22]=1. Procedure: Add methyl trifluoromethanesulfonate (0.150 g, 0.915 mmol) to a solution of N-4-fluorobenzyl-N-methylthioacetamide (0.145 g, 0.736 mmol) in 10 mL of CH2Cl2 at room temperature. Stir the mixture for 30 minutes and remove the solvent under reduced pressure. Then add biphenyl-4-carboxylic acid (7-amino-2-hydroxy-1,2,3,4-tetrahydro-naphthalen-1-yl)-amide (0.22 g, 0.61 mmol) followed by 5 mL of pyridine. Stir the resulting mixture for 12 h. After evaporate pyridine, purify the residue by column chrom... The reactants are C(CCCCCC)N(C(CC1=CC=C(COC2=C(C(=O)OC)C=CC=C2)C=C1)=O)CCC1=CC=CC=C1 (Methyl 2-[(4-{2-[heptyl(2-phenylethyl)amino]-2-oxoethyl}benzyl)oxy]benzoate), [OH-].[K+] (potassium hydroxide). Run in CCO (EtOH). The product is C(CCCCCC)N(C(CC1=CC=C(COC2=C(C(=O)O)C=CC=C2)C=C1)=O)CCC1=CC=CC=C1 (2-[(4-{2-[heptyl(2-phenylethyl)amino]-2-oxoethyl}benzyl)oxy]benzoic acid). The yield is 11.2%. As a reaction SMILES: [CH2:1]([N:8]([CH2:30][CH2:31][C:32]1[CH:37]=[CH:36][CH:35]=[CH:34][CH:33]=1)[C:9](=[O:29])[CH2:10][C:11]1[CH:28]=[CH:27][C:14]([CH2:15][O:16][C:17]2[CH:26]=[CH:25][CH:24]=[CH:23][C:18]=2[C:19]([O:21]C)=[O:20])=[CH:13][CH:12]=1)[CH2:2][CH2:3][CH2:4][CH2:5][CH2:6][CH3:7].[OH-].[K+]>CCO>[CH2:1]([N:8]([CH2:30][CH2:31][C:32]1[CH:37]=[CH:36][CH:35]=[CH:34][CH:33]=1)[C:9](=[O:29])[CH2:10][C:11]1[CH:12]=[CH:13][C:14]([CH2:15][O:16][C:17]2[CH:26]=[CH:25][CH:24]=[CH:23][C:18]=2[C:19]([OH:21])=[O:20])=[CH:27][CH:28]=1)[CH2:2][CH2:3][CH2:4][CH2:5][CH2:6][CH3:7] |f:1.2|. Procedure details: Methyl 2-[(4-{2-[heptyl(2-phenylethyl)amino]-2-oxoethyl}benzyl)oxy]benzoate (0.229 g, 0.457 mmol) was dissolved in EtOH (5 ml, 95%) and potassium hydroxide (0.051 g, 0.913 mmol) was added. The reaction was performed in an single node microwave oven (7 min, 150° C.). Work-up was by removing the solvent by evaporation and addition of HCl (2 ml, 1 M). The water-phase was extracted with two portions of EtOAc (20 ml) and the organic phase was dried (MgSO4) and the solvent was removed by evaporation. ... The reagents and catalysts are [Cu](I)I (copper iodide), copper halide. As a reaction SMILES: [Na].[C:2]1(C=CC=C(O)C=1O)[OH:3].Br[C:12]1[CH:17]=[C:16]([C:18]([CH3:21])([CH3:20])[CH3:19])[CH:15]=[C:14](Br)[C:13]=1[OH:23].[CH3:24][O-:25].[Na+]>[Cu](I)I.CN(C)C=O>[CH3:2][O:3][C:12]1[CH:17]=[C:16]([C:18]([CH3:21])([CH3:20])[CH3:19])[CH:15]=[C:14]([O:25][CH3:24])[C:13]=1[OH:23] |f:3.4,^1:0|. Starting materials: C[O-].[Na+] (sodium methoxide), C1(O)=C(O)C(O)=CC=C1 (pyrogallol), BrC1=C(C(=CC(=C1)C(C)(C)C)Br)O (2,6-dibromo-4-tert-butylphenol), amine, phenol halide, alcoholate, [Na] (sodium). Isolated yield 89.0%. Yields the product COC1=C(C(=CC(=C1)C(C)(C)C)OC)O (2,6-dimethoxy-4-tert-butylphenol). The solvent is CN(C=O)C (dimethylformamide), CN(C=O)C (dimethylformamide), alcohol. Reported procedure: Processes are well known for preparing alkoxyphenols from phenol halides, in other words, for substituting alkoxyl groups for the halogen substituents in phenols. Usually alkoxyphenols are produced by reacting with heating a phenol halide with an alcoholate prepared by dissolving metallic sodium in an alcohol, in a suitable solvent, such as dimethylformamide or an amine, in the presence of a copper halide serving as a catalyst. Laid-Open West German Patent Application No. 2627874 and Chemical Ab... Starting materials: CON(C(=O)C=1OC(=CC1)C1=CC=CC=C1)C (N-Methoxy-N-methyl-5-phenylfuran-2-carboxamide), COC=1C=C(C=C(C1OC)OC)[Mg]Br (3,4,5-trimethoxyphenylmagnesiumbromide). Run in C1CCOC1 (THF), C1CCOC1 (THF). Conditions: time 30 minute. The product is C1(=CC=CC=C1)C1=CC=C(O1)C(=O)C1=CC(=C(C(=C1)OC)OC)OC ((5-Phenylfuran-2-yl)(3,4,5-trimethoxyphenyl)methanone). Yield: 35.5%. As a reaction SMILES: CON(C)[C:4]([C:6]1[O:7][C:8]([C:11]2[CH:16]=[CH:15][CH:14]=[CH:13][CH:12]=2)=[CH:9][CH:10]=1)=[O:5].[CH3:18][O:19][C:20]1[CH:21]=[C:22]([Mg]Br)[CH:23]=[C:24]([O:28][CH3:29])[C:25]=1[O:26][CH3:27]>C1COCC1>[C:11]1([C:8]2[O:7][C:6]([C:4]([C:22]3[CH:23]=[C:24]([O:28][CH3:29])[C:25]([O:26][CH3:27])=[C:20]([O:19][CH3:18])[CH:21]=3)=[O:5])=[CH:10][CH:9]=2)[CH:12]=[CH:13][CH:14]=[CH:15][CH:16]=1. Procedure: To a solution of 38d (0.231 g, 1 mmoL) in 5 mL THF was added a THF solution of 3,4,5-trimethoxyphenylmagnesiumbromide (0.5 N, 4.0 mL, 2 mmol) at 0° C. The mixture was allowed to stir for 30 min and quenched with water, extracted with ethyl acetate and dried with MgSO4. The solvent was removed under reduced pressure to yield a crude product, which was purified by column chromatography to obtain pure compound 1d as white crystals (35.5%). 1H NMR (CDCl3) δ 7.85-7.82 (m, 1H), 7.48-7.36 (m, 4H), 7.35... Starting materials: ClC=1C=CC(=C(C[C@@H]2C(N(CC=3N(C2)C(N(N3)CC)=O)C(=O)N[C@H](CC)C3=CC(=C(C(=O)OC(C)(C)C)C=C3)[N+](=O)[O-])=O)C1)OC (tert-butyl 4-[(1R)-1-({[(6S)-6-(5-chloro-2-methoxybenzyl)-2-ethyl-3,7-dioxo-2,6,7,9-tetrahydro-3H-[1,2,4]triazolo[4,3-a][1,4]diazepin-8(5H)-yl]carbonyl}amino)propyl]-2-nitrobenzoate), ClC=1C=CC(=C(C[C@@H]2C(N(CC=3N(C2)C(=NN3)O)C(=O)N[C@H](CC)C3=CC(=C(C(=O)OC(C)(C)C)C=C3)[N+](=O)[O-])=O)C1)OC (tert-butyl 4-[(1R)-1-({[(6S)-6-(5-chloro-2-methoxybenzyl)-3-hydroxy-7-oxo-6,7-dihydro-5H-[1,2,4]triazolo[4,3-a][1,4]diazepin-8(9H)-yl]carbonyl}amino)propyl]-2-nitrobenzoate), ClC=1C=CC(=C(C[C@@H]2C(N(CC=3N(C2)C(=NN3)O)C(=O)N[C@H](CCCC)C3=CC(=C(C(=O)OC(C)(C)C)C=C3)[N+](=O)[O-])=O)C1)OC (tert-butyl 4-[(1R)-1-({[(6S)-6-(5-chloro-2-methoxybenzyl)-3-hydroxy-7-oxo-6,7-dihydro-5H-[1,2,4]triazolo[4,3-a][1,4]diazepin-8(9H)-yl]carbonyl}amino)pentyl]-2-nitrobenzoate). Yields the product NC1=C(C(=O)O)C=CC(=C1)[C@@H](CCCC)NC(=O)N1CC=2N(C[C@@H](C1=O)CC1=C(C=CC(=C1)Cl)OC)C(N(N2)CC)=O (2-amino-4-[(1R)-1-({[(6S)-6-(5-chloro-2-methoxybenzyl)-2-ethyl-3,7-dioxo-2,6,7,9-tetrahydro-3H-[1,2,4]triazolo[4,3-a][1,4]diazepin-8(5H)-yl]carbonyl}amino)pentyl]benzoic acid). As a reaction SMILES: Cl[C:2]1[CH:3]=CC(OC)=C([CH:44]=1)C[C@H]1CN2C(=O)N(CC)N=C2CN(C(N[C@@H](C2C=CC(C(OC(C)(C)C)=O)=C([N+]([O-])=O)C=2)CC)=O)C1=O.[Cl:47][C:48]1[CH:49]=[CH:50][C:51]([O:89][CH3:90])=[C:52]([CH:88]=1)[CH2:53][C@H:54]1[CH2:60][N:59]2[C:61]([OH:64])=[N:62][N:63]=[C:58]2[CH2:57][N:56]([C:65]([NH:67][C@@H:68]([C:71]2[CH:83]=[CH:82][C:74]([C:75]([O:77]C(C)(C)C)=[O:76])=[C:73]([N+:84]([O-])=O)[CH:72]=2)[CH2:69]C)=[O:66])[C:55]1=[O:87].Cl[C:92]1C=CC(OC)=C([CH:134]=1)C[C@H]1CN2C(O)=NN=C2CN(C(N[C@@H](C2C=CC(C(OC(C)(C)C)=O)=C([N+]([O-])=O)C=2)CCCC)=O)C1=O>>[NH2:84][C:73]1[CH:72]=[C:71]([C@H:68]([NH:67][C:65]([N:56]2[C:55](=[O:87])[C@@H:54]([CH2:53][C:52]3[CH:88]=[C:48]([Cl:47])[CH:49]=[CH:50][C:51]=3[O:89][CH3:90])[CH2:60][N:59]3[C:61](=[O:64])[N:62]([CH2:92][CH3:134])[N:63]=[C:58]3[CH2:57]2)=[O:66])[CH2:69][CH2:44][CH2:2][CH3:3])[CH:83]=[CH:82][C:74]=1[C:75]([OH:77])=[O:76]. Procedure details: Instead of the starting material of Example 91, Step (2), that is, the compound 91a, the compound 95a was used for a similar procedure as in Example 91, Step (2) and Step (3) to obtain the title compound.